Dataset: the Open Reaction Database (ORD), a public repository of structured organic reaction records. Task: describe an organic reaction: reactants, conditions, products, and yield Starting materials: C(C)(C)(C)OC([C@@H](OC1=NC=C(C=C1NC1CCN(CC1)C(=O)OC(C)(C)C)F)C)=O (tert-butyl 4-({2-[(1S)-2-tert-butoxy-1-methyl-2-oxoethoxy]-5-fluoropyridin-3-yl}amino)piperidine-1-carboxylate). Solvent: FC(C(=O)O)(F)F (trifluoroacetic acid). The product is FC1=CC2=C(O[C@H](C(N2C2CCNCC2)=O)C)N=C1 ((3S)-7-fluoro-3-methyl-1-piperidin-4-yl-1H-pyrido[2,3-b][1,4]oxazin-2(3H)-one). Yield: 83.5%. As a reaction SMILES: C([O:5][C:6](=O)[C@H:7]([CH3:30])[O:8][C:9]1[C:14]([NH:15][CH:16]2[CH2:21][CH2:20][N:19](C(OC(C)(C)C)=O)[CH2:18][CH2:17]2)=[CH:13][C:12]([F:29])=[CH:11][N:10]=1)(C)(C)C>FC(F)(F)C(O)=O>[F:29][C:12]1[CH:11]=[N:10][C:9]2[O:8][C@@H:7]([CH3:30])[C:6](=[O:5])[N:15]([CH:16]3[CH2:21][CH2:20][NH:19][CH2:18][CH2:17]3)[C:14]=2[CH:13]=1. Reported procedure: A trifluoroacetic acid solution (10 ml) of tert-butyl 4-({2-[(1S)-2-tert-butoxy-1-methyl-2-oxoethoxy]-5-fluoropyridin-3-yl}amino)piperidine-1-carboxylate (861 mg) was stirred at room temperature for 24 hours, and then concentrated under reduced pressure. To the residue were added dichloromethane and a saturated aqueous sodium hydrogen carbonate solution, and the solution was separated. The aqueous layer was saturated with salt, and then extracted with dichloromethane. The collected organic layer... Starting materials: O=CCBr, COc1ccc(C(C)(C)CO)cc1OC, C[N+](=O)[O-]. The product is COc1cc2c(cc1OC)C(C)(C)COC2CBr. Reaction SMILES: [Br:16][CH2:17][CH:18]=[O:19].[CH3:1][C:2]([CH2:3][OH:4])([c:5]1[cH:6][c:7]([O:13][CH3:14])[c:8]([O:11][CH3:12])[cH:9][cH:10]1)[CH3:15].[N+:20]([CH3:21])([O-:22])=[O:23]>>[CH3:1][C:2]1([CH3:15])[CH2:3][O:4][CH:18]([CH2:17][Br:16])[c:10]2[c:5]1[cH:6][c:7]([O:13][CH3:14])[c:8]([O:11][CH3:12])[cH:9]2.